Dataset: the Open Reaction Database (ORD), a public repository of structured organic reaction records. Task: describe an organic reaction: reactants, conditions, products, and yield Yields the product CS(=O)(=O)Nc1cc(C(O)CNC2CCN(c3ccc(NC(=O)NCC(=O)O)cc3)CC2)ccc1O. RXN SMILES: [Na+:40].[OH-:39].[OH:1][CH:2]([CH2:3][NH:4][CH:5]1[CH2:6][CH2:7][N:8]([c:11]2[cH:12][cH:13][c:14]([NH:15][C:16](=[O:17])[NH:18][CH2:19][C:20](=[O:21])[O:22][CH2:23][CH3:24])[cH:25][cH:26]2)[CH2:9][CH2:10]1)[c:27]1[cH:28][c:29]([NH:34][S:35](=[O:36])(=[O:37])[CH3:38])[c:30]([OH:33])[cH:31][cH:32]1>>[OH:1][CH:2]([CH2:3][NH:4][CH:5]1[CH2:6][CH2:7][N:8]([c:11]2[cH:12][cH:13][c:14]([NH:15][C:16](=[O:17])[NH:18][CH2:19][C:20](=[O:21])[OH:22])[cH:25][cH:26]2)[CH2:9][CH2:10]1)[c:27]1[cH:28][c:29]([NH:34][S:35](=[O:36])(=[O:37])[CH3:38])[c:30]([OH:33])[cH:31][cH:32]1. The reactants are [Na+], [OH-], CCOC(=O)CNC(=O)Nc1ccc(N2CCC(NCC(O)c3ccc(O)c(NS(C)(=O)=O)c3)CC2)cc1. Reactants: NC1=NC=C(C=C1)F (2-amino-5-fluoropyridine), ClCC=O (chloroacetaldehyde), O (water). Run in C(C)O (ethanol). The product is FC=1C=CC=2N(C1)C=CN2 (6-Fluoro-imidazo[1,2-a]pyridine). RXN SMILES: [NH2:1][C:2]1[CH:7]=[CH:6][C:5]([F:8])=[CH:4][N:3]=1.Cl[CH2:10][CH:11]=O.O>C(O)C>[F:8][C:5]1[CH:6]=[CH:7][C:2]2[N:3]([CH:10]=[CH:11][N:1]=2)[CH:4]=1. Reported procedure: To a solution of 2-amino-5-fluoropyridine (10 g) in ethanol (200 mL), a solution of chloroacetaldehyde 50% in water (56 mL, 4.0 equiv.) was added. The reaction mixture was heated at reflux 2 Hrs, then was concentrated under reduced pressure to 100 mL. The residue was diluted in AcOEt (100 mL) and washed with a saturated aqueous solution of NaHCO3 (2*150 mL). The combined aqueous were saturated with NaHCO3 and extracted back with AcOEt (2*100 mL). The combined organic layers were washed with brin... Starting materials: CC(=O)[O-], CO, N, [NH4+], O=C(CC(=O)N1CCn2c(nnc2C(F)(F)F)C1)Cc1cc(F)c(F)cc1F. Yields the product NC(=CC(=O)N1CCn2c(nnc2C(F)(F)F)C1)Cc1cc(F)c(F)cc1F. Reaction SMILES: [CH3:30][C:31](=[O:32])[O-:33].[CH3:35][OH:36].[NH3:34].[NH4+:29].[O:1]=[C:2]([CH2:3][C:4]([CH2:5][c:6]1[c:7]([F:14])[cH:8][c:9]([F:13])[c:10]([F:12])[cH:11]1)=[O:15])[N:16]1[CH2:17][c:18]2[n:19]([c:22]([C:25]([F:26])([F:27])[F:28])[n:23][n:24]2)[CH2:20][CH2:21]1>>[O:1]=[C:2]([CH:3]=[C:4]([CH2:5][c:6]1[c:7]([F:14])[cH:8][c:9]([F:13])[c:10]([F:12])[cH:11]1)[NH2:29])[N:16]1[CH2:17][c:18]2[n:19]([c:22]([C:25]([F:26])([F:27])[F:28])[n:23][n:24]2)[CH2:20][CH2:21]1.